From a dataset of the Open Reaction Database (ORD), a public repository of structured organic reaction records. describe an organic reaction: reactants, conditions, products, and yield The reactants are CO, O=C(OCCCOc1c(Cl)cc(OCc2ccccc2)cc1Cl)c1ccccc1, [K+], [OH-]. The product is OCCCOc1c(Cl)cc(OCc2ccccc2)cc1Cl. RXN SMILES: [CH3:32][OH:33].[Cl:1][c:2]1[cH:3][c:4]([O:22][CH2:23][c:24]2[cH:25][cH:26][cH:27][cH:28][cH:29]2)[cH:5][c:6]([Cl:21])[c:7]1[O:8][CH2:9][CH2:10][CH2:11][O:12][C:13](=[O:14])[c:15]1[cH:16][cH:17][cH:18][cH:19][cH:20]1.[K+:31].[OH-:30]>>[Cl:1][c:2]1[cH:3][c:4]([O:22][CH2:23][c:24]2[cH:25][cH:26][cH:27][cH:28][cH:29]2)[cH:5][c:6]([Cl:21])[c:7]1[O:8][CH2:9][CH2:10][CH2:11][OH:12]. The reactants are N1([C@H](C(=O)N[C@@H](CC2=CC=CC=C2)C(=O)N[C@@H](CC2=CC=CC=C2)C(=O)N[C@H](C)C(=O)N[C@@H](CC(C)C)C(=O)N[C@@H](CCSC)C(=O)N)CCC1)C(=O)OC(C)(C)C (BocPro-Phe-Phe-DAla-Leu-MetNH2), Cl (hydrogen chloride). Run in C(C)(=O)O (acetic acid). Product: N1[C@H](C(=O)N[C@@H](CC2=CC=CC=C2)C(=O)N[C@@H](CC2=CC=CC=C2)C(=O)N[C@H](C)C(=O)N[C@@H](CC(C)C)C(=O)N[C@@H](CCSC)C(=O)N)CCCC1 (HPro-Phe-Phe-DAla-Leu-MetNH2). RXN SMILES: [N:1]1([C:52](OC(C)(C)C)=O)[CH2:51][CH2:50][CH2:49][C@H:2]1[C:3]([NH:5][C@H:6]([C:14]([NH:16][C@H:17]([C:25]([NH:27][C@@H:28]([C:30]([NH:32][C@H:33]([C:38]([NH:40][C@H:41]([C:46]([NH2:48])=[O:47])[CH2:42][CH2:43][S:44][CH3:45])=[O:39])[CH2:34][CH:35]([CH3:37])[CH3:36])=[O:31])[CH3:29])=[O:26])[CH2:18][C:19]1[CH:24]=[CH:23][CH:22]=[CH:21][CH:20]=1)=[O:15])[CH2:7][C:8]1[CH:13]=[CH:12][CH:11]=[CH:10][CH:9]=1)=[O:4].Cl>C(O)(=O)C>[NH:1]1[CH2:52][CH2:51][CH2:50][CH2:49][C@H:2]1[C:3]([NH:5][C@H:6]([C:14]([NH:16][C@H:17]([C:25]([NH:27][C@@H:28]([C:30]([NH:32][C@H:33]([C:38]([NH:40][C@H:41]([C:46]([NH2:48])=[O:47])[CH2:42][CH2:43][S:44][CH3:45])=[O:39])[CH2:34][CH:35]([CH3:36])[CH3:37])=[O:31])[CH3:29])=[O:26])[CH2:18][C:19]1[CH:24]=[CH:23][CH:22]=[CH:21][CH:20]=1)=[O:15])[CH2:7][C:8]1[CH:13]=[CH:12][CH:11]=[CH:10][CH:9]=1)=[O:4]. Reported procedure: Condensation of BocPro-Phe-PheNHNH2 (1.31 g.) and HDAla-Leu-MetNH2 (0.85 g.) by the acyl azide method (Yajima et al., Chem. Pharm. Bull., vol. 19, p. 1900, 1971) gave BocPro-Phe-Phe-DAla-Leu-MetNH2 in 66% yield. De-t-butoxycarbonylation of BocPro-Phe-Phe-DAla-Leu-MetNH2 (1.10 g.) using hydrogen chloride in acetic acid gave HPro-Phe-Phe-DAla-Leu-MetNH2, which was isolated as the amorphous white solid phosphate (1:1) salt sesquihydrate in 66% yield. Reactants: CCOC(CCNC(=O)C(CC(=O)OCc1ccccc1)NC(=O)OCc1ccccc1)OCC, Cl, C1CCOC1. The product is O=CCCNC(=O)C(CC(=O)OCc1ccccc1)NC(=O)OCc1ccccc1. Reaction SMILES: [CH2:1]([c:2]1[cH:3][cH:4][cH:5][cH:6][cH:7]1)[O:8][C:9](=[O:10])[NH:11][CH:12]([CH2:13][C:14](=[O:15])[O:16][CH2:17][c:18]1[cH:19][cH:20][cH:21][cH:22][cH:23]1)[C:24](=[O:25])[NH:26][CH2:27][CH2:28][CH:29]([O:30][CH2:34][CH3:35])[O:31][CH2:32][CH3:33].[ClH:36].[O:37]1[CH2:38][CH2:39][CH2:40][CH2:41]1>>[CH2:1]([c:2]1[cH:3][cH:4][cH:5][cH:6][cH:7]1)[O:8][C:9](=[O:10])[NH:11][CH:12]([CH2:13][C:14](=[O:15])[O:16][CH2:17][c:18]1[cH:19][cH:20][cH:21][cH:22][cH:23]1)[C:24](=[O:25])[NH:26][CH2:27][CH2:28][CH:29]=[O:30]. The reactants are CCN=C=NCCCN(C)C, CN(C)c1ccncc1, ClCCl, Cl, OC(c1cccc(C(F)(F)F)c1)(c1cccc(C(F)(F)F)c1)C1CCNCC1, O=C(O)CN1CCC(c2ccccc2)(c2ccccc2)C1=O. Product: O=C(CN1CCC(c2ccccc2)(c2ccccc2)C1=O)N1CCC(C(O)(c2cccc(C(F)(F)F)c2)c2cccc(C(F)(F)F)c2)CC1. Reaction SMILES: [CH2:52]([N:53]=[C:54]=[N:55][CH2:56][CH2:57][CH2:58][N:59]([CH3:60])[CH3:61])[CH3:62].[CH3:66][N:67]([CH3:68])[c:69]1[cH:70][cH:71][n:72][cH:73][cH:74]1.[Cl:63][CH2:64][Cl:65].[ClH:51].[NH:1]1[CH2:2][CH2:3][CH:4]([C:7]([OH:8])([c:9]2[cH:10][c:11]([C:15]([F:16])([F:17])[F:18])[cH:12][cH:13][cH:14]2)[c:19]2[cH:20][c:21]([C:25]([F:26])([F:27])[F:28])[cH:22][cH:23][cH:24]2)[CH2:5][CH2:6]1.[O:29]=[C:30]1[N:31]([CH2:47][C:48](=[O:49])[OH:50])[CH2:32][CH2:33][C:34]1([c:35]1[cH:36][cH:37][cH:38][cH:39][cH:40]1)[c:41]1[cH:42][cH:43][cH:44][cH:45][cH:46]1>>[N:1]1([C:48]([CH2:47][N:31]2[C:30](=[O:29])[C:34]([c:35]3[cH:36][cH:37][cH:38][cH:39][cH:40]3)([c:41]3[cH:42][cH:43][cH:44][cH:45][cH:46]3)[CH2:33][CH2:32]2)=[O:49])[CH2:2][CH2:3][CH:4]([C:7]([OH:8])([c:9]2[cH:10][c:11]([C:15]([F:16])([F:17])[F:18])[cH:12][cH:13][cH:14]2)[c:19]2[cH:20][c:21]([C:25]([F:26])([F:27])[F:28])[cH:22][cH:23][cH:24]2)[CH2:5][CH2:6]1. Reactants: Cl.Cl.N12C[C@@H](C(CC1)CC2)N ((R)-1-azabicyclo[2.2.2]oct-3-ylamine dihydrochloride), BrC1=CC=C(C=C1)/C=C/C(=O)O (E-3-(4-bromophenyl)propenoic acid). Product: N12C[C@@H](C(CC1)CC2)NC(\C=C\C2=CC=C(C=C2)Br)=O ((R)-N-(1-Azabicyclo[2.2.2]oct-3-yl)[E-3-(4-bromophenyl)propenamide]). Reaction SMILES: Cl.Cl.[N:3]12[CH2:10][CH2:9][CH:6]([CH2:7][CH2:8]1)[C@@H:5]([NH2:11])[CH2:4]2.[Br:12][C:13]1[CH:18]=[CH:17][C:16](/[CH:19]=[CH:20]/[C:21](O)=[O:22])=[CH:15][CH:14]=1>>[N:3]12[CH2:10][CH2:9][CH:6]([CH2:7][CH2:8]1)[C@@H:5]([NH:11][C:21](=[O:22])/[CH:20]=[CH:19]/[C:16]1[CH:17]=[CH:18][C:13]([Br:12])=[CH:14][CH:15]=1)[CH2:4]2 |f:0.1.2|. Procedure: Prepared as a free base by a method analogous to that described in Example 1 from (R)-1-azabicyclo[2.2.2]oct-3-ylamine dihydrochloride and E-3-(4-bromophenyl)propenoic acid; the compound was purified by chromatography on silica gel using ammoniated methanol/chloroform mixtures as the eluent; MS (ES+) 335, 337 (MH+H). Starting materials: FC(C=1C=C(C=O)C=C(C1)C(F)(F)F)(F)F (3,5-di(trifluoromethyl)benzaldehyde), C(C)(=O)O (acetic acid), C(C)OC(CC(=O)C)=O (ethylacetoacetate), N1CCCCC1 (piperidine). Run in C1(=CC=CC=C1)C (toluene). The product is O=C(C(C(=O)OCC)=CC1=CC(=CC(=C1)C(F)(F)F)C(F)(F)F)C (ethyl 3-oxo-2-[3,5-di(trifluoromethyl)phenylmethylidene]butanoate). Reaction SMILES: [F:1][C:2]([F:16])([F:15])[C:3]1[CH:4]=[C:5]([CH:8]=[C:9]([C:11]([F:14])([F:13])[F:12])[CH:10]=1)[CH:6]=O.[CH2:17]([O:19][C:20](=[O:25])[CH2:21][C:22]([CH3:24])=[O:23])[CH3:18].N1CCCCC1.C(O)(=O)C>C1(C)C=CC=CC=1>[O:23]=[C:22]([CH3:24])[C:21](=[CH:6][C:5]1[CH:4]=[C:3]([C:2]([F:16])([F:15])[F:1])[CH:10]=[C:9]([C:11]([F:14])([F:13])[F:12])[CH:8]=1)[C:20]([O:19][CH2:17][CH3:18])=[O:25]. Procedure details: This compound is prepared in a manner analogous to that of Step A of Example 2, using 36.3 grams (0.15 mole) of 3,5-di(trifluoromethyl)benzaldehyde, 22.0 grams (0.17 mole) of ethylacetoacetate, 2 mL of piperidine, and 3 mL of glacial acetic acid in 250 mL of toluene, yielding ethyl 3-oxo-2-[3,5-di(trifluoromethyl)phenylmethylidene]butanoate.